Dataset: the Open Reaction Database (ORD), a public repository of structured organic reaction records. Task: describe an organic reaction: reactants, conditions, products, and yield The reactants are O=C(O)CBr, N#Cc1cc2c(cc1C(F)(F)F)[nH]c(=O)c(=O)n2O, CCO, Cl, O=P([O-])([O-])[O-]. Yields the product N#Cc1cc2c(cc1C(F)(F)F)[nH]c(=O)c(=O)n2OCC(=O)O. RXN SMILES: [Br:25][CH2:26][C:27](=[O:28])[OH:29].[C:1](#[N:2])[c:3]1[c:4]([C:16]([F:17])([F:18])[F:19])[cH:5][c:6]2[nH:7][c:8](=[O:15])[c:9](=[O:14])[n:10]([OH:13])[c:11]2[cH:12]1.[CH3:31][CH2:32][OH:33].[ClH:30].[O-:20][P:21](=[O:22])([O-:23])[O-:24]>>[C:1](#[N:2])[c:3]1[c:4]([C:16]([F:17])([F:18])[F:19])[cH:5][c:6]2[nH:7][c:8](=[O:15])[c:9](=[O:14])[n:10]([O:13][CH2:26][C:27](=[O:28])[OH:29])[c:11]2[cH:12]1.